Dataset: the Open Reaction Database (ORD), a public repository of structured organic reaction records. Task: describe an organic reaction: reactants, conditions, products, and yield Reactants: O=C([O-])[O-], CCO, Cl, Cc1ccc(S(=O)(=O)N2C(C#N)CCC2c2ccc(F)cc2)cc1, [K+], [K+], NO. Yields the product Cc1ccc(S(=O)(=O)N2C(C(=N)NO)CCC2c2ccc(F)cc2)cc1. Reaction SMILES: [C:25](=[O:26])([O-:27])[O-:28].[CH3:34][CH2:35][OH:36].[ClH:31].[F:1][c:2]1[cH:3][cH:4][c:5]([CH:8]2[CH2:9][CH2:10][CH:11]([C:23]#[N:24])[N:12]2[S:13](=[O:14])(=[O:15])[c:16]2[cH:17][cH:18][c:19]([CH3:22])[cH:20][cH:21]2)[cH:6][cH:7]1.[K+:29].[K+:30].[NH2:32][OH:33]>>[F:1][c:2]1[cH:3][cH:4][c:5]([CH:8]2[CH2:9][CH2:10][CH:11]([C:23](=[NH:24])[NH:32][OH:33])[N:12]2[S:13](=[O:14])(=[O:15])[c:16]2[cH:17][cH:18][c:19]([CH3:22])[cH:20][cH:21]2)[cH:6][cH:7]1. Reactants: CN1CC2=C(NC=3C(=CC=CC23)C)CC1 (2,3,4,5-tetrahydro-2,6-dimethyl-1H-pyrido[4,3-b]indole), [OH-].[K+] (KOH), FC(C1=NC=C(C=C1)C=C)(F)F (2-(tri fluoromethyl)-5-vinylpyridine), O (water). Solvent: CN1CCCC1=O (NMP). Conditions: time 10 minute. Yields the product CN1CC2=C(NC=3C(=CC=CC23)C)CC1 (2,3,4,5-tetrahydro-2,6-dimethyl-1H-pyrido[4,3-b]indole), C(=O)(C(F)(F)F)O (TFA). RXN SMILES: [CH3:1][N:2]1[CH2:15][CH2:14][C:5]2[NH:6][C:7]3[C:8]([CH3:13])=[CH:9][CH:10]=[CH:11][C:12]=3[C:4]=2[CH2:3]1.[OH-:16].[K+].[F:18][C:19]([F:29])([F:28])[C:20]1C=CC(C=C)=CN=1.[OH2:30]>CN1C(=O)CCC1>[CH3:1][N:2]1[CH2:15][CH2:14][C:5]2[NH:6][C:7]3[C:8]([CH3:13])=[CH:9][CH:10]=[CH:11][C:12]=3[C:4]=2[CH2:3]1.[C:20]([OH:30])([C:19]([F:29])([F:28])[F:18])=[O:16] |f:1.2|. Procedure: To a solution of 2,3,4,5-tetrahydro-2,6-dimethyl-1H-pyrido[4,3-b]indole (200 mg, 1.0 mmol) in NMP (2.5 ml), powdered KOH (561 mg, 10 mmol) was added and stirred for 10 min at 25 deg C. After which 2-(tri fluoromethyl)-5-vinylpyridine (346 mg, 2.0 mmol) was added slowly to the above solution and stirred for 16 h at 25 deg C. After completion of the reaction (monitored by LCMS), water (5 mL) was added to the crude and extracted with the ethyl acetate. The organic layer was dried and concentrated. ... Reactants: C(=O)C1=CC=C(C=C1)B(O)O (4-formylphenyl boronic acid), C12(CC3CC(CC(C1)C3)C2)C=2C=C(C=CC2O[Si](C)(C)C(C)(C)C)Br (3-(1-adamantyl)-4-(t-butyldimethylsilyloxy)bromobenzene), C([O-])([O-])=O.[K+].[K+] (potassium carbonate). The reagents and catalysts are [Pd].C1(=CC=CC=C1)P(C1=CC=CC=C1)C1=CC=CC=C1.C1(=CC=CC=C1)P(C1=CC=CC=C1)C1=CC=CC=C1.C1(=CC=CC=C1)P(C1=CC=CC=C1)C1=CC=CC=C1.C1(=CC=CC=C1)P(C1=CC=CC=C1)C1=CC=CC=C1 (Tetrakis(triphenylphosphine) palladium(0)). Solvent: C1(=CC=CC=C1)C.CO (toluene methanol), O (water), C(C)(=O)OCC (ethyl acetate). The product is C12(CC3CC(CC(C1)C3)C2)C=2C=C(C=CC2O[Si](C)(C)C(C)(C)C)C2=CC=C(C=O)C=C2 (4-[3-(1-adamantyl)-4-(t-butyldimethylsilyloxy)phenyl]-benzaldehyde). Yield: 78.0%. RXN SMILES: [CH:1]([C:3]1[CH:8]=[CH:7][C:6](B(O)O)=[CH:5][CH:4]=1)=[O:2].[C:12]12([C:22]3[CH:23]=[C:24](Br)[CH:25]=[CH:26][C:27]=3[O:28][Si:29]([C:32]([CH3:35])([CH3:34])[CH3:33])([CH3:31])[CH3:30])[CH2:21][CH:16]3[CH2:17][CH:18]([CH2:20][CH:14]([CH2:15]3)[CH2:13]1)[CH2:19]2.C(=O)([O-])[O-].[K+].[K+]>C1(C)C=CC=CC=1.CO.O.C(OCC)(=O)C.[Pd].C1(P(C2C=CC=CC=2)C2C=CC=CC=2)C=CC=CC=1.C1(P(C2C=CC=CC=2)C2C=CC=CC=2)C=CC=CC=1.C1(P(C2C=CC=CC=2)C2C=CC=CC=2)C=CC=CC=1.C1(P(C2C=CC=CC=2)C2C=CC=CC=2)C=CC=CC=1>[C:12]12([C:22]3[CH:23]=[C:24]([C:6]4[CH:7]=[CH:8][C:3]([CH:1]=[O:2])=[CH:4][CH:5]=4)[CH:25]=[CH:26][C:27]=3[O:28][Si:29]([C:32]([CH3:35])([CH3:34])[CH3:33])([CH3:30])[CH3:31])[CH2:13][CH:14]3[CH2:20][CH:18]([CH2:17][CH:16]([CH2:15]3)[CH2:21]1)[CH2:19]2 |f:2.3.4,5.6,9.10.11.12.13|. Procedure: A mixture of 4-formylphenyl boronic acid (0.301 g, 2.00 mmol), 3-(1-adamantyl)-4-(t-butyldimethylsilyloxy)bromobenzene (0.768 g, 1.82 mmol, prepared in a similar manner as described by Charpentier, B. et al. in J. Med. Chem. 1995, 38, 4993–5006) and potassium carbonate (0.757 g, 5.47 mmol) in 60 mL of toluene:methanol (4:1) and water (2 mL) was degassed with argon for 30 minutes. Tetrakis(triphenylphosphine) palladium(0) (0.422 g, 0.36 mmol) was added and the mixture heated at reflux for 19 hour... Reaction SMILES: [CH2:39]1[O:40][CH2:41][CH2:42][CH2:43]1.[CH3:35][C:36](=[O:37])[OH:38].[CH3:45][CH2:46][O:47][C:48]([CH3:49])=[O:50].[Cl:1][c:2]1[cH:3][cH:4][c:5](-[c:8]2[s:9][c:10]3[c:11](=[O:34])[n:12](-[c:17]4[cH:18][c:19]([O:32][CH3:33])[c:20]([CH2:23][CH2:24][CH:25]([O:26][CH2:30][CH3:31])[O:27][CH2:28][CH3:29])[cH:21][cH:22]4)[cH:13][cH:14][c:15]3[n:16]2)[cH:6][cH:7]1.[OH2:44]>>[Cl:1][c:2]1[cH:3][cH:4][c:5](-[c:8]2[s:9][c:10]3[c:11](=[O:34])[n:12](-[c:17]4[cH:18][c:19]([O:32][CH3:33])[c:20]([CH2:23][CH2:24][CH:25]=[O:26])[cH:21][cH:22]4)[cH:13][cH:14][c:15]3[n:16]2)[cH:6][cH:7]1. Product: COc1cc(-n2ccc3nc(-c4ccc(Cl)cc4)sc3c2=O)ccc1CCC=O. The reactants are C1CCOC1, CC(=O)O, CCOC(C)=O, CCOC(CCc1ccc(-n2ccc3nc(-c4ccc(Cl)cc4)sc3c2=O)cc1OC)OCC, O. Starting materials: COC1=CC=CC=2C3=C(C=CC=C3C(C12)=O)OC (1,5-dimethoxy-fluoren-9-one), Br (hydrogen bromide). As a reaction SMILES: C[O:2][C:3]1[C:15]2[C:14](=[O:16])[C:13]3[C:8](=[C:9]([O:17]C)[CH:10]=[CH:11][CH:12]=3)[C:7]=2[CH:6]=[CH:5][CH:4]=1.Br>C(O)(=O)C>[OH:2][C:3]1[C:15]2[C:14](=[O:16])[C:13]3[C:8](=[C:9]([OH:17])[CH:10]=[CH:11][CH:12]=3)[C:7]=2[CH:6]=[CH:5][CH:4]=1. Procedure: In a manner analogous to Example 1D, prepare a solution of 1,5-dimethoxy-fluoren-9-one (0.65 g, 2.7 mmole) in 15 mL glacial acetic acid and react with 15 mL hydrogen bromide to obtain the title compound (m.p. 2361°-238° C. (dec.), yield 0.50 g, 2.3 mmole, 87%). Run in C(C)(=O)O (acetic acid). Product: OC1=CC=CC=2C3=C(C=CC=C3C(C12)=O)O (1,5-dihydroxy-fluoren-9-one). Isolated yield 85.2%. The reactants are C(O)([O-])=O.[Na+] (Sodium hydrogen carbonate), Cl.NO (hydroxylamine monohydrochloride), ClC1=C(C=C(C=C1)[C@H]1[C@@H](CN(CCO1)C(=O)OC(C)(C)C)CN1C(C(=CC=C1)C#N)=O)F (tert-butyl (6R,7R)-7-(4-chloro-3-fluorophenyl)-6-[(3-cyano-2-oxopyridin-1(2H)-yl)methyl]-1,4-oxazepane-4-carboxylate), C1(=NNCCCCCCCC1)C1=CCCCCCCCCC1 (diazabicycloundecene), C(=O)(N1C=NC=C1)N1C=NC=C1 (1,1′-carbonyldiimidazole). Solvent: CS(=O)C (DMSO), O (water). Run at temperature 80 celsius, time 8 hour. The product is ClC1=C(C=C(C=C1)[C@H]1[C@@H](CN(CCO1)C(=O)OC(C)(C)C)CN1C(C(=CC=C1)C1=NOC(N1)=O)=O)F (tert-butyl (6R,7R)-7-(4-chloro-3-fluorophenyl)-6-{[2-oxo-3-(5-oxo-4,5-dihydro-1,2,4-oxadiazol-3-yl)pyridin-1(2H)-yl]methyl}-1,4-oxazepane-4-carboxylate). Yield: 93.1%. Reaction SMILES: [C:1](=[O:4])([O-])[OH:2].[Na+].Cl.NO.[Cl:9][C:10]1[CH:15]=[CH:14][C:13]([C@@H:16]2[O:22][CH2:21][CH2:20][N:19]([C:23]([O:25][C:26]([CH3:29])([CH3:28])[CH3:27])=[O:24])[CH2:18][C@H:17]2[CH2:30][N:31]2[CH:36]=[CH:35][CH:34]=[C:33]([C:37]#[N:38])[C:32]2=[O:39])=[CH:12][C:11]=1[F:40].C1(C2CCCCCCCCCC=2)CCCCCCCCN[N:42]=1.C(N1C=CN=C1)(N1C=CN=C1)=O>CS(C)=O.O>[Cl:9][C:10]1[CH:15]=[CH:14][C:13]([C@@H:16]2[O:22][CH2:21][CH2:20][N:19]([C:23]([O:25][C:26]([CH3:27])([CH3:28])[CH3:29])=[O:24])[CH2:18][C@H:17]2[CH2:30][N:31]2[CH:36]=[CH:35][CH:34]=[C:33]([C:37]3[NH:42][C:1](=[O:4])[O:2][N:38]=3)[C:32]2=[O:39])=[CH:12][C:11]=1[F:40] |f:0.1,2.3|. Reported procedure: Sodium hydrogen carbonate (2.53 g, 30.14 mmol) and hydroxylamine monohydrochloride (2.094 g, 30.14 mmol) were added to a solution of tert-butyl (6R,7R)-7-(4-chloro-3-fluorophenyl)-6-[(3-cyano-2-oxopyridin-1(2H)-yl)methyl]-1,4-oxazepane-4-carboxylate (1.74 g, 3.77 mmol) in DMSO (4 mL), and the mixture was stirred at 80° C. overnight. To the reaction mixture was added water, and the mixture was extracted with ethyl acetate. The extract was washed with brine, and dried over anhydrous sodium sulfate...